Dataset: the Open Reaction Database (ORD), a public repository of structured organic reaction records. Task: describe an organic reaction: reactants, conditions, products, and yield Reactants: C1CCOC1, COC(=O)Cc1ccc(Oc2ccc(C(=O)NCCc3ccc(Cl)cc3)cc2)c(Cl)c1, ClCCl, Cl, [Na+], [OH-], O. Yields the product O=C(O)Cc1ccc(Oc2ccc(C(=O)NCCc3ccc(Cl)cc3)cc2)c(Cl)c1. As a reaction SMILES: [CH2:35]1[O:36][CH2:37][CH2:38][CH2:39]1.[Cl:1][c:2]1[cH:3][cH:4][c:5]([CH2:6][CH2:7][NH:8][C:9](=[O:10])[c:11]2[cH:12][cH:13][c:14]([O:15][c:16]3[c:17]([Cl:27])[cH:18][c:19]([CH2:22][C:23](=[O:24])[O:25][CH3:26])[cH:20][cH:21]3)[cH:28][cH:29]2)[cH:30][cH:31]1.[Cl:40][CH2:41][Cl:42].[ClH:43].[Na+:33].[OH-:32].[OH2:34]>>[Cl:1][c:2]1[cH:3][cH:4][c:5]([CH2:6][CH2:7][NH:8][C:9](=[O:10])[c:11]2[cH:12][cH:13][c:14]([O:15][c:16]3[c:17]([Cl:27])[cH:18][c:19]([CH2:22][C:23](=[O:24])[OH:25])[cH:20][cH:21]3)[cH:28][cH:29]2)[cH:30][cH:31]1. The reactants are CN(C)S(=O)(=O)n1cc(CC(C)(C)C)nc1C(O)Cc1ccc(-c2ccccn2)cc1, Cl, C1CCOC1. Product: CC(C)(C)Cc1c[nH]c(C(O)Cc2ccc(-c3ccccn3)cc2)n1. Reaction SMILES: [CH3:2][C:3]([CH2:4][c:5]1[n:6][c:7]([CH:16]([CH2:17][c:18]2[cH:19][cH:20][c:21](-[c:24]3[n:25][cH:26][cH:27][cH:28][cH:29]3)[cH:22][cH:23]2)[OH:30])[n:8]([S:10]([N:11]([CH3:12])[CH3:13])(=[O:14])=[O:15])[cH:9]1)([CH3:31])[CH3:32].[ClH:1].[O:33]1[CH2:34][CH2:35][CH2:36][CH2:37]1>>[CH3:2][C:3]([CH2:4][c:5]1[n:6][c:7]([CH:16]([CH2:17][c:18]2[cH:19][cH:20][c:21](-[c:24]3[n:25][cH:26][cH:27][cH:28][cH:29]3)[cH:22][cH:23]2)[OH:30])[nH:8][cH:9]1)([CH3:31])[CH3:32]. Starting materials: CC(c1ccc(Br)cc1)N1CCC(=O)CC1, [BH3-]C#N, [Na+]. Yields the product CC(c1ccc(Br)cc1)N1CCC(N)CC1. As a reaction SMILES: [Br:1][c:2]1[cH:3][cH:4][c:5]([CH:8]([CH3:9])[N:10]2[CH2:11][CH2:12][C:13](=[O:16])[CH2:14][CH2:15]2)[cH:6][cH:7]1.[C:17](#[N:18])[BH3-:19].[Na+:20]>>[Br:1][c:2]1[cH:3][cH:4][c:5]([CH:8]([CH3:9])[N:10]2[CH2:11][CH2:12][CH:13]([NH2:18])[CH2:14][CH2:15]2)[cH:6][cH:7]1. Reactants: CC(C)=O, Cn1c(C(F)(F)F)cc(=O)n(-c2c(F)cc(Cl)c3cc(C=O)oc23)c1=O, O. The product is Cn1c(C(F)(F)F)cc(=O)n(-c2c(F)cc(Cl)c3cc(C(=O)O)oc23)c1=O. RXN SMILES: [CH3:28][C:29](=[O:30])[CH3:31].[Cl:1][c:2]1[cH:3][c:4]([F:26])[c:5](-[n:13]2[c:14](=[O:25])[n:15]([CH3:24])[c:16]([C:20]([F:21])([F:22])[F:23])[cH:17][c:18]2=[O:19])[c:6]2[c:7]1[cH:8][c:9]([CH:11]=[O:12])[o:10]2.[OH2:27]>>[Cl:1][c:2]1[cH:3][c:4]([F:26])[c:5](-[n:13]2[c:14](=[O:25])[n:15]([CH3:24])[c:16]([C:20]([F:21])([F:22])[F:23])[cH:17][c:18]2=[O:19])[c:6]2[c:7]1[cH:8][c:9]([C:11](=[O:12])[OH:27])[o:10]2. Starting materials: ice water, 1.3, [Cl-].[Al+3].[Cl-].[Cl-] (aluminum chloride), C12C3CCCC3C(CC1)CC2 (tricyclo[5.2.2.02,6 ]undecane). Solvent: C(Cl)Cl (methylene chloride). Yields the product C12CC3CCCC(C3CC1)C2 (tricyclo[5.3.1.03,8 ]-undecane). The yield is 41.9%. As a reaction SMILES: [CH:1]12[CH2:11][CH2:10][CH:7]([CH2:8][CH2:9]1)[CH:6]1[CH:2]2[CH2:3][CH2:4][CH2:5]1.[Cl-].[Al+3].[Cl-].[Cl-]>C(Cl)Cl>[CH:1]12[CH2:2][CH:6]3[CH:7]([CH2:8][CH2:9]1)[CH:10]([CH2:3][CH2:4][CH2:5]3)[CH2:11]2 |f:1.2.3.4|. Procedure details: A solution of 15 g (0.1 mole) of tricyclo[5.2.2.02,6 ] -undecane (I) in 100 ml of methylene chloride was agitated at 0°C. Then, 1.3 (0.01 mole) of anhydrous aluminum chloride was added to the solution, and the mixture was heated and refluxed under agitation for 1 hour. The reaction mixture was allowed to cool and then poured over 100 ml of ice water. The organic layer was separated and the aqueous layer was extracted with methylene chloride. The methylene chloride extract was combined with the o...